describe an organic reaction: reactants, conditions, products, and yield From a dataset of the Open Reaction Database (ORD), a public repository of structured organic reaction records. The reactants are C(O)([O-])=O.[Na+] (sodium hydrogencarbonate), IC1=NN(C2=CC=C(C=C12)N(C(=O)OC(C)(C)C)S(=O)(=O)C1=C(C=CC=C1)S(=O)(=O)C)C(=O)OC(C)(C)C (tert-butyl 3-iodo-5-(N-tert-butoxycarbonyl-2-methylsulfonylbenzenesulfonylamino)indazole-1-carboxylate), C([O-])([O-])=O.[Cs+].[Cs+] (cesium carbonate), C1(CCCCC1)P(C1=C(C=CC=C1)C1=C(C=CC=C1)N(C)C)C1CCCCC1 (2-dicyclohexylphosphino-2′-(N,N-dimethylamino)biphenyl), tris(dibenzylideneacetone)dipalladium[0], NC1=CC=CC=C1 (aniline), FC(C(=O)O)(F)F (trifluoroacetic acid). Run in ClCCl (dichloromethane), ClCCl (dichloromethane), COCCOC (1,2-dimethoxyethane). Reaction conditions: time 2 hour. Product: CS(=O)(=O)C1=C(C=CC=C1)S(=O)(=O)NC=1C=C2C(=NNC2=CC1)NC1=CC=CC=C1 (2-methylsulfonyl-N-(3-phenylamino-1H-indazol-5-yl)benzenesulfonamide). Yield: 47.5%. RXN SMILES: IC1[C:10]2[C:5](=[CH:6][CH:7]=[C:8]([N:11]([S:19]([C:22]3[CH:27]=[CH:26][CH:25]=[CH:24][C:23]=3[S:28]([CH3:31])(=[O:30])=[O:29])(=[O:21])=[O:20])C(OC(C)(C)C)=O)[CH:9]=2)[N:4](C(OC(C)(C)C)=O)[N:3]=1.C(=O)([O-])[O-].[Cs+].[Cs+].C1(P(C2CCCCC2)C2C=CC=CC=2[C:58]2[CH:63]=[CH:62][CH:61]=[CH:60][C:59]=2[N:64]([CH3:66])C)CCCCC1.NC1C=CC=CC=1.FC(F)(F)C(O)=O.C(=O)([O-])O.[Na+]>ClCCl.COCCOC>[CH3:31][S:28]([C:23]1[CH:24]=[CH:25][CH:26]=[CH:27][C:22]=1[S:19]([NH:11][C:8]1[CH:7]=[C:6]2[C:5](=[CH:10][CH:9]=1)[NH:4][N:3]=[C:66]2[NH:64][C:59]1[CH:58]=[CH:63][CH:62]=[CH:61][CH:60]=1)(=[O:21])=[O:20])(=[O:30])=[O:29] |f:1.2.3,7.8|. Reported procedure: 2-Methylsulfonyl-N-(3-phenylamino-1H-indazol-5-yl)benzenesulfonamide can be obtained in the following way: the compound is prepared by reacting under microwave radiation on a Personal Chemistry Emrys Optimizer device. Four identical reactions are carried out. Each reaction is prepared as follows: 60 mg of tert-butyl 3-iodo-5-(N-tert-butoxycarbonyl-2-methylsulfonylbenzenesulfonylamino)indazole-1-carboxylate are placed in a Personal Chemistry SmithProcessVial™ tube with a maximum volume of 5 ml. 4...